From a dataset of the Open Reaction Database (ORD), a public repository of structured organic reaction records. describe an organic reaction: reactants, conditions, products, and yield Starting materials: C(C)(C)(C)C1=CC=C(C=C1)S(=O)(=O)NC1=C(C=C(C=C1)Cl)C1=NN=CN1[C@@H]1CNCC1 (4-tert-butyl-N-[4-chloro-2-((S)-4-pyrrolidin-3-yl-4H-[1,2,4]triazol-3-yl)-phenyl]-benzenesulfonamide), CC(=O)C (acetone), [BH3-]C#N.[Na+] (NaCNBH3). Run in CO (MeOH). Conditions: time 2 hour. Product: C(C)(C)(C)C1=CC=C(C=C1)S(=O)(=O)NC1=C(C=C(C=C1)Cl)C1=NN=CN1[C@@H]1CN(CC1)C(C)C (4-tert-Butyl-N-{4-chloro-2-[(S)-4-(1-isopropyl-pyrrolidin-3-yl)-4H-[1,2,4]triazol-3-yl]-phenyl}-benzenesulfonamide). RXN SMILES: [C:1]([C:5]1[CH:10]=[CH:9][C:8]([S:11]([NH:14][C:15]2[CH:20]=[CH:19][C:18]([Cl:21])=[CH:17][C:16]=2[C:22]2[N:26]([C@H:27]3[CH2:31][CH2:30][NH:29][CH2:28]3)[CH:25]=[N:24][N:23]=2)(=[O:13])=[O:12])=[CH:7][CH:6]=1)([CH3:4])([CH3:3])[CH3:2].[CH3:32][C:33]([CH3:35])=O.[BH3-]C#N.[Na+]>CO>[C:1]([C:5]1[CH:10]=[CH:9][C:8]([S:11]([NH:14][C:15]2[CH:20]=[CH:19][C:18]([Cl:21])=[CH:17][C:16]=2[C:22]2[N:26]([C@H:27]3[CH2:31][CH2:30][N:29]([CH:33]([CH3:35])[CH3:32])[CH2:28]3)[CH:25]=[N:24][N:23]=2)(=[O:12])=[O:13])=[CH:7][CH:6]=1)([CH3:4])([CH3:2])[CH3:3] |f:2.3|. Procedure: To a cooled solution of 4-tert-butyl-N-[4-chloro-2-((S)-4-pyrrolidin-3-yl-4H-[1,2,4]triazol-3-yl)-phenyl]-benzenesulfonamide (200 mg, 0.43 mmol) in MeOH (5 Ml) was added acetone (0.048 mL, 0.65 mmol) and then NaCNBH3 (0.054 g, 0.86 mmol). The reaction mixture was stirred at room temperature for 2 h, evaporated to dryness, adsorbed onto silica gel, and purified by automated normal-phase chromatography (50% MeOH in EtOAc) and then preparative HPLC (20→95% CH3CN in H2O with 0.1% TFA). The pure frac... Product: [N+](=O)([O-])C1=CC=C(C=C1)C1=CN=C(N1)C(F)(F)F (5-(4-Nitrophenyl)-2-(trifluoromethyl)-1H-imidazole). Reported procedure: 324 mg (purity 85%, 2.5 mmol, 3 eq.) of 2,2,2-trifluoroethaneimidamide were added to a suspension of 200 mg (0.82 mmol) of 2-bromo-1-(4-nitrophenyl)ethanone and 500 mg of sodium sulphate in 10 ml of acetonitrile, and the mixture was treated in an ultrasonic bath for 1 h and then stirred at RT. The sodium sulphate was then filtered off and the filtrate was concentrated under reduced pressure. The residue was purified by preparative HPLC (Reprosil C18, water/methanol gradient). Yield: 104 mg (49% ... Reaction SMILES: [F:1][C:2]([F:7])([F:6])[C:3](=[NH:5])[NH2:4].Br[CH2:9][C:10]([C:12]1[CH:17]=[CH:16][C:15]([N+:18]([O-:20])=[O:19])=[CH:14][CH:13]=1)=O.S([O-])([O-])(=O)=O.[Na+].[Na+]>C(#N)C>[N+:18]([C:15]1[CH:16]=[CH:17][C:12]([C:10]2[NH:4][C:3]([C:2]([F:7])([F:6])[F:1])=[N:5][CH:9]=2)=[CH:13][CH:14]=1)([O-:20])=[O:19] |f:2.3.4|. Run in C(C)#N (acetonitrile). Starting materials: FC(C(N)=N)(F)F (2,2,2-trifluoroethaneimidamide), BrCC(=O)C1=CC=C(C=C1)[N+](=O)[O-] (2-bromo-1-(4-nitrophenyl)ethanone), S(=O)(=O)([O-])[O-].[Na+].[Na+] (sodium sulphate). Starting materials: ( 176 ), C(C=CC1=CC=CC=C1)(=O)OCC (ethyl cinnamate), C1(=CC=CC=C1)NN (phenylhydrazine), C[O-].[Na+] (sodium methoxide), Cl (hydrochloric acid). Run in C(C)#N (acetonitrile), CO (methanol), O (water). Product: C1(=CC=CC=C1)N1NC(CC1C1=CC=CC=C1)=O (1-phenyl-5-phenylpyrazolidin-3-one). As a reaction SMILES: [C:1]([O:11]CC)(=O)[CH:2]=[CH:3][C:4]1[CH:9]=[CH:8][CH:7]=[CH:6][CH:5]=1.[C:14]1([NH:20][NH2:21])[CH:19]=[CH:18][CH:17]=[CH:16][CH:15]=1.C[O-].[Na+].Cl>O.C(#N)C.CO>[C:14]1([N:20]2[CH:3]([C:4]3[CH:5]=[CH:6][CH:7]=[CH:8][CH:9]=3)[CH2:2][C:1](=[O:11])[NH:21]2)[CH:19]=[CH:18][CH:17]=[CH:16][CH:15]=1 |f:2.3|. Procedure: One hundred and seventy-six (176) grams of ethyl cinnamate, 108 g of phenylhydrazine, 200 ml of a 28% methanol solution containing sodium methoxide, and 400 ml of acetonitrile were mixed and refluxed with heating in the nitrogen atmosphere for 1 hour. The reaction solution was poured into 2 liters of water and 100 ml of concentrated hydrochloric acid was added, thereby precipitation was formed. This was filtered off and recrystallized with acetonitrile to obtain 180 g of 1-phenyl-5-phenylpyrazol... Reactants: ClC1=CC=C(CNC(=O)C=2C(C3=C(N(C2)C)OC(=C3)CNC)=O)C=C1 (N-(4-chlorobenzyl)-7-methyl-2-((methylamino)methyl)-4-oxo-4,7-dihydrofuro[2,3-b]pyridine-5-carboxamide), C(Cl)C1CO1 (epi-chlorohydrin). The solvent is C(C)O (ethanol). Conditions: temperature 80 celsius. Product: ClC1=CC=C(CNC(=O)C=2C(C3=C(N(C2)C)OC(=C3)CNCC(CCl)O)=O)C=C1 (N-(4-Chlorobenzyl)-2-(((3-chloro-2-hydroxypropyl)amino)methyl)-7-methyl-4-oxo-4,7-dihydrofuro[2,3-b]pyridine-5-carboxamide). RXN SMILES: [Cl:1][C:2]1[CH:25]=[CH:24][C:5]([CH2:6][NH:7][C:8]([C:10]2[C:11](=[O:23])[C:12]3[CH:19]=[C:18]([CH2:20][NH:21][CH3:22])[O:17][C:13]=3[N:14]([CH3:16])[CH:15]=2)=[O:9])=[CH:4][CH:3]=1.[CH2:26]([CH:28]1[O:30]C1)[Cl:27]>C(O)C>[Cl:1][C:2]1[CH:3]=[CH:4][C:5]([CH2:6][NH:7][C:8]([C:10]2[C:11](=[O:23])[C:12]3[CH:19]=[C:18]([CH2:20][NH:21][CH2:22][CH:28]([OH:30])[CH2:26][Cl:27])[O:17][C:13]=3[N:14]([CH3:16])[CH:15]=2)=[O:9])=[CH:24][CH:25]=1. Reported procedure: A sealed tube was charged with a mixture of N-(4-chlorobenzyl)-7-methyl-2-((methylamino)methyl)-4-oxo-4,7-dihydrofuro[2,3-b]pyridine-5-carboxamide (Example 62, 3.21 g), epi-chlorohydrin (0.90 mL), and ethanol (80 mL). The mixture was heated to 80° C. overnight and then concentrated. The crude product was purified by column chromatography (acetone/CHCl3/NH4OH, 1/1/0.5%) to yield 1.62 g of the title compound as a white solid. Physical characteristics. 1H NMR (400 MHz, DMSO-d6) δ 10.65, 8.55, 7.39,... Reactants: CSC=1C2=C(N=CN1)C=NN2 (7-(methylthio)-1H-pyrazolo[4,3-d]pyrimidine), C(C1=CC=CC=C1)(=O)OCCOCCOS(=O)(=O)C (2-{2-[(methylsulfonyl)oxy]ethoxy}ethyl benzoate), C([O-])([O-])=O.[K+].[K+] (potassium carbonate), CN(C=O)C (N,N-dimethylformamide). Run in O (water). Run at temperature 60 celsius, time 4 hour. Yields the product C(C1=CC=CC=C1)(=O)OCCOCCN1N=CC=2N=CN=C(C21)SC (2-{2-[7-(methylthio)-1H-pyrazolo[4,3-d]pyrimidin-1-yl]ethoxy}ethyl benzoate). The yield is 33.1%. RXN SMILES: [CH3:1][S:2][C:3]1[C:4]2[NH:11][N:10]=[CH:9][C:5]=2[N:6]=[CH:7][N:8]=1.[C:12]([O:20][CH2:21][CH2:22][O:23][CH2:24][CH2:25]OS(C)(=O)=O)(=[O:19])[C:13]1[CH:18]=[CH:17][CH:16]=[CH:15][CH:14]=1.C(=O)([O-])[O-].[K+].[K+].CN(C)C=O>O>[C:12]([O:20][CH2:21][CH2:22][O:23][CH2:24][CH2:25][N:11]1[C:4]2[C:3]([S:2][CH3:1])=[N:8][CH:7]=[N:6][C:5]=2[CH:9]=[N:10]1)(=[O:19])[C:13]1[CH:18]=[CH:17][CH:16]=[CH:15][CH:14]=1 |f:2.3.4|. Reported procedure: A mixture of 7-(methylthio)-1H-pyrazolo[4,3-d]pyrimidine (747 mg), 2-{2-[(methylsulfonyl)oxy]ethoxy}ethyl benzoate (1.43 g), potassium carbonate (931 mg) and N,N-dimethylformamide (12 mL) was stirred at 60° C. for 4 hrs. The reaction mixture was poured into water (30 mL), and the mixture was extracted with ethyl acetate (50 mL×2). The organic layers were combined, washed with saturated brine and dried over anhydrous magnesium sulfate. After concentration under reduced pressure, the residue was p... The reactants are [Br-], CC[Mg+], CCOCC, Cn1cc(C=O)cc1C(=O)c1ccc(Cl)cc1, ClCCl, Ic1cn(C(c2ccccc2)(c2ccccc2)c2ccccc2)cn1, O. Product: Cn1cc(C(O)c2cn(C(c3ccccc3)(c3ccccc3)c3ccccc3)cn2)cc1C(=O)c1ccc(Cl)cc1. As a reaction SMILES: [Br-:26].[CH2:27]([Mg+:28])[CH3:29].[CH3:51][CH2:52][O:53][CH2:54][CH3:55].[Cl:30][c:31]1[cH:32][cH:33][c:34]([C:35](=[O:36])[c:37]2[cH:38][c:39]([CH:43]=[O:44])[cH:40][n:41]2[CH3:42])[cH:45][cH:46]1.[Cl:48][CH2:49][Cl:50].[I:1][c:2]1[n:3][cH:4][n:5]([C:7]([c:8]2[cH:9][cH:10][cH:11][cH:12][cH:13]2)([c:14]2[cH:15][cH:16][cH:17][cH:18][cH:19]2)[c:20]2[cH:21][cH:22][cH:23][cH:24][cH:25]2)[cH:6]1.[OH2:47]>>[c:2]1([CH:43]([c:39]2[cH:38][c:37]([C:35]([c:34]3[cH:33][cH:32][c:31]([Cl:30])[cH:46][cH:45]3)=[O:36])[n:41]([CH3:42])[cH:40]2)[OH:44])[n:3][cH:4][n:5]([C:7]([c:8]2[cH:9][cH:10][cH:11][cH:12][cH:13]2)([c:14]2[cH:15][cH:16][cH:17][cH:18][cH:19]2)[c:20]2[cH:21][cH:22][cH:23][cH:24][cH:25]2)[cH:6]1. Starting materials: ClC(C(=O)O)C (2-chloropropionic acid), FC(OC=1C=C(C=CC1)NCCN)(F)F (N1-(3-trifluoromethoxy-phenyl)-ethane-1,2-diamine), C1(CCCCC1)N=C=NC1CCCCC1 (N,N′-dicyclohexylcarbodiimide). The solvent is C(Cl)Cl (CH2Cl2), C(Cl)Cl (CH2Cl2). Product: ClC(C(=O)NCCNC1=CC(=CC=C1)OC(F)(F)F)C (2-Chloro-N-[2-(3-trifluoromethoxy-phenylamino)-ethyl]-propionamide). Yield: 92.2%. Reaction SMILES: [Cl:1][CH:2]([CH3:6])[C:3](O)=[O:4].[F:7][C:8]([F:21])([F:20])[O:9][C:10]1[CH:11]=[C:12]([NH:16][CH2:17][CH2:18][NH2:19])[CH:13]=[CH:14][CH:15]=1.C1(N=C=NC2CCCCC2)CCCCC1>C(Cl)Cl>[Cl:1][CH:2]([CH3:6])[C:3]([NH:19][CH2:18][CH2:17][NH:16][C:12]1[CH:13]=[CH:14][CH:15]=[C:10]([O:9][C:8]([F:7])([F:20])[F:21])[CH:11]=1)=[O:4]. Procedure details: A solution of 2-chloropropionic acid (103 mg, 0.95 mmol) in CH2Cl2 (10 mL) was added dropwise at −30° C. to a solution of N1-(3-trifluoromethoxy-phenyl)-ethane-1,2-diamine (210 mg, 0.95 mmol) and N,N′-dicyclohexylcarbodiimide (226 mg, 1.10 mmol) in CH2Cl2 (20 mL), then after 1 h insoluble material was removed by filtration and the filtrate evaporated. Chromatography (SiO2; heptane/EtOAc 3:2) afforded the title compound (272 mg, 92%). Colorless oil, MS: 309.3 (M−H)−. Starting materials: OC1=CC=C(C=C1)C(CN1C(=CC=C1)C(=O)OC)=O (methyl 1-[2-(4-hydroxyphenyl)-2-oxoethyl]-1H-pyrrole-2-carboxylate), C(CN)N (ethane-1,2-diamine), starting material, C(CN)N (ethane-1,2-diamine). The solvent is O1CCOCC1 (1,4-dioxane). The product is OC1=CC=C(C=C1)C12N(C(C=3N(C1)C=CC3)=O)CCN2 (10a-(4-hydroxyphenyl)-2,3,10,10a-tetrahydro-1H,5H-imidazo[1,2-a]pyrrolo[1,2-d]pyrazin-5-one). Isolated yield 86.8%. RXN SMILES: [OH:1][C:2]1[CH:7]=[CH:6][C:5]([C:8](=O)[CH2:9][N:10]2[CH:14]=[CH:13][CH:12]=[C:11]2[C:15]([O:17]C)=O)=[CH:4][CH:3]=1.[CH2:20]([NH2:23])[CH2:21][NH2:22]>O1CCOCC1>[OH:1][C:2]1[CH:3]=[CH:4][C:5]([C:8]23[NH:23][CH2:20][CH2:21][N:22]2[C:15](=[O:17])[C:11]2[N:10]([CH:14]=[CH:13][CH:12]=2)[CH2:9]3)=[CH:6][CH:7]=1. Procedure: To a solution of methyl 1-[2-(4-hydroxyphenyl)-2-oxoethyl]-1H-pyrrole-2-carboxylate (200 mg, 0.77 mmol) in 1,4-dioxane (40 mL) was added ethane-1,2-diamine (1 mL, 15 mmol), after 48 h extra ethane-1,2-diamine (1 mL, 15 mmol) was added and the mixture heated for 48 additional hours. After that time 90% of the starting material was converted into the above product. The resulting mixture was then concentrated in vacuo to give a residue that was purified by flash chromatography (Biotage SP4, 12 g ca... The reactants are O (water), OCC1=CC=C(C=C1)NC(=O)C=1CCCC2=C(C1)C=C(C=C2)C2=CC=C(C=C2)C (N-(4-hydroxymethylphenyl)-2-(4-methylphenyl)-6,7-dihydro-5H-benzocycloheptene-8carboxamide), N1=CC=CC=C1 (pyridine), S(=O)(Cl)Cl (thionyl chloride). Solvent: C(Cl)(Cl)Cl (chloroform), C(Cl)(Cl)Cl (chloroform). Run at time 17 hour. Yields the product ClCC1=CC=C(C=C1)NC(=O)C=1CCCC2=C(C1)C=C(C=C2)C2=CC=C(C=C2)C (N-(4chloromethylphenyl)-2-(4-methylphenyl)-6,7-dihydro-5H benzocycloheptene-8-carboxamide). Yield: 97.2%. RXN SMILES: O[CH2:2][C:3]1[CH:8]=[CH:7][C:6]([NH:9][C:10]([C:12]2[CH2:13][CH2:14][CH2:15][C:16]3[CH:22]=[CH:21][C:20]([C:23]4[CH:28]=[CH:27][C:26]([CH3:29])=[CH:25][CH:24]=4)=[CH:19][C:17]=3[CH:18]=2)=[O:11])=[CH:5][CH:4]=1.N1C=CC=CC=1.S(Cl)([Cl:38])=O.O>C(Cl)(Cl)Cl>[Cl:38][CH2:2][C:3]1[CH:8]=[CH:7][C:6]([NH:9][C:10]([C:12]2[CH2:13][CH2:14][CH2:15][C:16]3[CH:22]=[CH:21][C:20]([C:23]4[CH:28]=[CH:27][C:26]([CH3:29])=[CH:25][CH:24]=4)=[CH:19][C:17]=3[CH:18]=2)=[O:11])=[CH:5][CH:4]=1. Reported procedure: To a solution of N-(4-hydroxymethylphenyl)-2-(4-methylphenyl)-6,7-dihydro-5H-benzocycloheptene-8carboxamide (10.0 g, 26.1 mmol) and pyridine (0.1 ml) in chloroform (150 ml) was dropwise added a solution of thionyl chloride (3.4 ml, 39.2 mmol) in chloroform (90 ml), and the mixture was stirred under nitrogen atmosphere at room temperature for 17 hours. After the reaction completed, water was added to the mixture, and the mixture was extracted with chloroform. The organic layer was washed with sat... Reactants: CC(N)C(N)(c1ccc(F)cc1)c1ccc(C2CC2)nc1, O=C(O)c1ccc(=O)n(C(F)F)c1. Product: CC1NC(c2ccc(=O)n(C(F)F)c2)=NC1(c1ccc(F)cc1)c1ccc(C2CC2)nc1. As a reaction SMILES: [CH:1]1([c:4]2[cH:5][cH:6][c:7]([C:10]([CH:11]([CH3:12])[NH2:13])([NH2:14])[c:15]3[cH:16][cH:17][c:18]([F:21])[cH:19][cH:20]3)[cH:8][n:9]2)[CH2:2][CH2:3]1.[F:22][CH:23]([n:24]1[c:25](=[O:33])[cH:26][cH:27][c:28]([C:30]([OH:31])=[O:32])[cH:29]1)[F:34]>>[CH:1]1([c:4]2[cH:5][cH:6][c:7]([C:10]3([c:15]4[cH:16][cH:17][c:18]([F:21])[cH:19][cH:20]4)[CH:11]([CH3:12])[NH:13][C:30]([c:28]4[cH:27][cH:26][c:25](=[O:33])[n:24]([CH:23]([F:22])[F:34])[cH:29]4)=[N:14]3)[cH:8][n:9]2)[CH2:2][CH2:3]1.